From a dataset of the Open Reaction Database (ORD), a public repository of structured organic reaction records. describe an organic reaction: reactants, conditions, products, and yield Starting materials: C(C)(C)(C)ON=C1C=C(OC2=CC=C(C=C12)O)C1=CC=2N(C=N1)C=CC2 (6-hydroxy-2-pyrrolo[1,2-c]pyrimidin-3-yl-chromen-4-one O-tert-butyl-oxime), ClCCCl (1,2-dichloroethane). Solvent: CN(C=O)C (dimethylformamide). The product is C(C)(C)(C)ON=C1C=C(OC2=CC=C(C=C12)OCCCl)C1=CC=2N(C=N1)C=CC2 (6-(2-chloro-ethoxy)-2-pyrrolo[1,2-c]pyrimidin-3-yl-chromen-4-one O-tert-butyl oxime), title compound. Yield: 60.0%. As a reaction SMILES: [C:1]([O:5][N:6]=[C:7]1[C:16]2[C:11](=[CH:12][CH:13]=[C:14]([OH:17])[CH:15]=2)[O:10][C:9]([C:18]2[N:23]=[CH:22][N:21]3[CH:24]=[CH:25][CH:26]=[C:20]3[CH:19]=2)=[CH:8]1)([CH3:4])([CH3:3])[CH3:2].[Cl:27][CH2:28][CH2:29]Cl>CN(C)C=O>[C:1]([O:5][N:6]=[C:7]1[C:16]2[C:11](=[CH:12][CH:13]=[C:14]([O:17][CH2:29][CH2:28][Cl:27])[CH:15]=2)[O:10][C:9]([C:18]2[N:23]=[CH:22][N:21]3[CH:24]=[CH:25][CH:26]=[C:20]3[CH:19]=2)=[CH:8]1)([CH3:4])([CH3:2])[CH3:3]. Reported procedure: 6-(2-chloro-ethoxy)-2-pyrrolo[1,2-c]pyrimidin-3-yl-chromen-4-one O-tert-butyl oxime was prepared in 60% yield using the method described in example 85A, starting from 6-hydroxy-2-pyrrolo[1,2-c]pyrimidin-3-yl-chromen-4-one O-tert-butyl-oxime (example 81A) and 1,2-dichloroethane in dimethylformamide. The title compound was isolated as a yellow solid.